From a dataset of the Open Reaction Database (ORD), a public repository of structured organic reaction records. describe an organic reaction: reactants, conditions, products, and yield Product: COc1ccc(CCNCC(O)c2ccccc2OC)cc1OC, Cl. The reactants are COc1ccc(CCN)cc1OC, CCO, ClC(Cl)Cl, COc1ccccc1C(O)CCl. Reaction SMILES: [CH3:13][O:14][c:15]1[cH:16][c:17]([CH2:18][CH2:19][NH2:20])[cH:21][cH:22][c:23]1[O:24][CH3:25].[CH3:30][CH2:31][OH:32].[CH:26]([Cl:27])([Cl:28])[Cl:29].[Cl:1][CH2:2][CH:3]([c:4]1[c:5]([O:10][CH3:11])[cH:6][cH:7][cH:8][cH:9]1)[OH:12]>>[CH2:2]([CH:3]([c:4]1[c:5]([O:10][CH3:11])[cH:6][cH:7][cH:8][cH:9]1)[OH:12])[NH:20][CH2:19][CH2:18][c:17]1[cH:16][c:15]([O:14][CH3:13])[c:23]([O:24][CH3:25])[cH:22][cH:21]1.[ClH:1]. Starting materials: C(=O)(OC(C)(C)C)NCCCCC/C=C/C(=O)OC (Methyl N-Boc-8-amino-2E-octenoate), [OH-].[Na+] (sodium hydroxide). Solvent: CO (methanol). Conditions: time 20 hour. Product: C(=O)(OC(C)(C)C)NCCCCC/C=C/C(=O)O (N-Boc-8-amino-2E-octenoic acid). Yield: 94.2%. Reaction SMILES: [C:1]([NH:8][CH2:9][CH2:10][CH2:11][CH2:12][CH2:13]/[CH:14]=[CH:15]/[C:16]([O:18]C)=[O:17])([O:3][C:4]([CH3:7])([CH3:6])[CH3:5])=[O:2].[OH-].[Na+]>CO>[C:1]([NH:8][CH2:9][CH2:10][CH2:11][CH2:12][CH2:13]/[CH:14]=[CH:15]/[C:16]([OH:18])=[O:17])([O:3][C:4]([CH3:6])([CH3:7])[CH3:5])=[O:2] |f:1.2|. Reported procedure: A solution of 10.7 g (39.4 mmoles) of (8) in 30 mL methanol was chilled in an ice bath and 59 mL of 1N sodium hydroxide was added. The ice bath was removed and the mixture was stirred at room temperature for 20 h. After evaporation of most of the methanol, the solution was acidified to pH 3 with 1N potassium bisulfate. The mixture was extracted with ether, and washed with water and brine. After drying over sodium sulfate and removal of solvent in vacuo, the residue was crystallized from ether-he... Starting materials: CC=1NC2=CC=CC=C2C1 (2-methylindole), ClCCCN1CCN(CC1)C1=CC=CC=C1 (1-(γ-chloropropyl)-4-phenylpiperazine), CC (ethane), [Cl-].[NH4+] (ammonium chloride), C(C)I (ethyl iodide), [Mg] (magnesium). Run in C1(=CC=CC=C1)OC (anisole), C1=CC=CC=C1 (benzene), C1(=CC=CC=C1)OC (anisole). Reaction conditions: temperature 10 celsius, time 3 hour. Product: C(C)[Mg]I (Ethylmagnesium iodide), CC=1NC2=CC=CC=C2C1CCCN1CCN(CC1)C1=CC=CC=C1 (2-methyl-3-[γ-(4-phenylpiperazino)propyl]indole). Reaction SMILES: C([I:3])C.[Mg:4].[CH3:5][C:6]1[NH:7][C:8]2[C:13]([CH:14]=1)=[CH:12][CH:11]=[CH:10][CH:9]=2.[CH3:15][CH3:16].Cl[CH2:18][CH2:19][CH2:20][N:21]1[CH2:26][CH2:25][N:24]([C:27]2[CH:32]=[CH:31][CH:30]=[CH:29][CH:28]=2)[CH2:23][CH2:22]1.[Cl-].[NH4+]>C1(OC)C=CC=CC=1.C1C=CC=CC=1>[CH2:15]([Mg:4][I:3])[CH3:16].[CH3:5][C:6]1[NH:7][C:8]2[C:13]([C:14]=1[CH2:18][CH2:19][CH2:20][N:21]1[CH2:26][CH2:25][N:24]([C:27]3[CH:32]=[CH:31][CH:30]=[CH:29][CH:28]=3)[CH2:23][CH2:22]1)=[CH:12][CH:11]=[CH:10][CH:9]=2 |f:5.6|. Procedure: Ethylmagnesium iodide was prepared from 31.9 g of ethyl iodide and 5.0 g of magnesium in 100 ml of dry anisole and the mixture was heated for 1 hour at 50°-60°C. It was then cooled at 10°C, and while a solution of 2-methylindole (13.1 g) in dry anisole (50 ml) was added thereto, the temperature was maintained below 25°C. The mixture was then heated at 50°C until the evolution of ethane ceased. The resulting solution was cooled to -5°C in a cold bath, and a solution of 1-(γ-chloropropyl)-4-phenyl... Procedure: 5-(9-Bromo-4,5-dihydro-6-oxa-1-thia-benzo[e]azulen-2-yl)-1-(2,4-difluoro-phenyl)-1H-[1,2,4]triazole was treated with 4-pyrazoleboronic acid pinacol ester using standard Suzuki condition to yield 400. NMR: (CDCl3): 3.15 (2H, t), 4.31 (2H, t), 6.82 (1H, s), 7.01 (1H, d), 7.08-7.18 (2H, m), 7.31 (1H, d), 7.51-7.55 (1H, m), 7.72 (1H, s), 7.90 (2H, s, br.), 8.18 (1H, s). MS. ESI+ 489 (MH++MeCN) Product: N1N=CC(=C1)C1=CC2=C(OCCC3=C2SC(=C3)C3=NC=NN3C3=C(C=C(C=C3)F)F)C=C1 (5-(9-(1H-pyrazol-4-yl)-4,5-dihydrobenzo[b]thieno[2,3-d]oxepin-2-yl)-1-(2,4-difluorophenyl)-1H-1,2,4-triazole). Reactants: BrC=1C=CC2=C(C=3SC(=CC3CCO2)C2=NC=NN2C2=C(C=C(C=C2)F)F)C1 (5-(9-Bromo-4,5-dihydro-6-oxa-1-thia-benzo[e]azulen-2-yl)-1-(2,4-difluoro-phenyl)-1H-[1,2,4]triazole), N1N=CC(=C1)B1OC(C)(C)C(C)(C)O1 (4-pyrazoleboronic acid pinacol ester). Reaction SMILES: Br[C:2]1[CH:3]=[CH:4][C:5]2[O:14][CH2:13][CH2:12][C:11]3[CH:10]=[C:9]([C:15]4[N:19]([C:20]5[CH:25]=[CH:24][C:23]([F:26])=[CH:22][C:21]=5[F:27])[N:18]=[CH:17][N:16]=4)[S:8][C:7]=3[C:6]=2[CH:28]=1.[NH:29]1[CH:33]=[C:32](B2OC(C)(C)C(C)(C)O2)[CH:31]=[N:30]1>>[NH:29]1[CH:33]=[C:32]([C:2]2[CH:3]=[CH:4][C:5]3[O:14][CH2:13][CH2:12][C:11]4[CH:10]=[C:9]([C:15]5[N:19]([C:20]6[CH:25]=[CH:24][C:23]([F:26])=[CH:22][C:21]=6[F:27])[N:18]=[CH:17][N:16]=5)[S:8][C:7]=4[C:6]=3[CH:28]=2)[CH:31]=[N:30]1. Reactants: [Br-], [Br-], [Br-], C[N+](C)(C)Cc1ccccc1, C[N+](C)(C)Cc1ccccc1, C[N+](C)(C)Cc1ccccc1, CSc1ncc(N)cn1, CO, ClCCl. The product is CSc1ncc(N)c(Br)n1. Reaction SMILES: [Br-:10].[Br-:11].[Br-:12].[CH2:13]([N+:14]([CH3:15])([CH3:16])[CH3:17])[c:18]1[cH:19][cH:20][cH:21][cH:22][cH:23]1.[CH2:24]([N+:25]([CH3:26])([CH3:27])[CH3:28])[c:29]1[cH:30][cH:31][cH:32][cH:33][cH:34]1.[CH2:35]([N+:36]([CH3:37])([CH3:38])[CH3:39])[c:40]1[cH:41][cH:42][cH:43][cH:44][cH:45]1.[CH3:1][S:2][c:3]1[n:4][cH:5][c:6]([NH2:9])[cH:7][n:8]1.[CH3:49][OH:50].[Cl:46][CH2:47][Cl:48]>>[CH3:1][S:2][c:3]1[n:4][c:5]([Br:10])[c:6]([NH2:9])[cH:7][n:8]1. Starting materials: C(C)(=O)OC1=CC=CC(=C1CC(=O)OCC)SCC(=O)OCC (Ethyl 6-acetoxy-2-(ethoxycarbonylmethylthio)-phenylacetate), N (ammonia). The solvent is C(C)O (ethanol). Run at time 2 hour. The product is OC1=CC=CC(=C1CC(=O)OCC)SCC(=O)OCC (ethyl 6-hydroxy-2-(ethoxycarbonylmethylthio)-phenylacetate). RXN SMILES: C([O:4][C:5]1[C:10]([CH2:11][C:12]([O:14][CH2:15][CH3:16])=[O:13])=[C:9]([S:17][CH2:18][C:19]([O:21][CH2:22][CH3:23])=[O:20])[CH:8]=[CH:7][CH:6]=1)(=O)C.N>C(O)C>[OH:4][C:5]1[C:10]([CH2:11][C:12]([O:14][CH2:15][CH3:16])=[O:13])=[C:9]([S:17][CH2:18][C:19]([O:21][CH2:22][CH3:23])=[O:20])[CH:8]=[CH:7][CH:6]=1. Procedure details: Ethyl 6-acetoxy-2-(ethoxycarbonylmethylthio)-phenylacetate (132 g) is added at room temperature to a solution of ammonia (34 g) in anhydrous ethanol (1.0 L). After standing for 2 hours the solvent is evaporated in vacuo and the residue is mixed with methylene chloride and 1 N hydrochloric acid. The layers are separated and the organic layer is washed with water to neutrality, dried over anhydrous magnesium sulfate, filtered and the filtrate is evaporated in vacuo to obtain (as shown by NMR) ethy...